Task: describe an organic reaction: reactants, conditions, products, and yield. Dataset: the Open Reaction Database (ORD), a public repository of structured organic reaction records The reactants are Cc1scnc1C(=O)O, COc1cccc(C(Oc2ccc3c(cnn3-c3ccc(F)cc3)c2)C(C)N)c1. Product: COc1cccc(C(Oc2ccc3c(cnn3-c3ccc(F)cc3)c2)C(C)NC(=O)c2ncsc2C)c1. Reaction SMILES: [CH3:30][c:31]1[c:32]([C:36](=[O:37])[OH:38])[n:33][cH:34][s:35]1.[F:1][c:2]1[cH:3][cH:4][c:5](-[n:8]2[n:9][cH:10][c:11]3[cH:12][c:13]([O:17][CH:18]([CH:19]([CH3:20])[NH2:21])[c:22]4[cH:23][c:24]([O:28][CH3:29])[cH:25][cH:26][cH:27]4)[cH:14][cH:15][c:16]23)[cH:6][cH:7]1>>[F:1][c:2]1[cH:3][cH:4][c:5](-[n:8]2[n:9][cH:10][c:11]3[cH:12][c:13]([O:17][CH:18]([CH:19]([CH3:20])[NH:21][C:36]([c:32]4[c:31]([CH3:30])[s:35][cH:34][n:33]4)=[O:37])[c:22]4[cH:23][c:24]([O:28][CH3:29])[cH:25][cH:26][cH:27]4)[cH:14][cH:15][c:16]23)[cH:6][cH:7]1. Reactants: C([O-])([O-])=O.[Na+].[Na+] (sodium carbonate), ClC1=C(C(=CC2=C1C(=NCC(N2C)=O)C2=C(C=CC=C2)F)Cl)NC(N(C)C)=O (3-[6,8-dichloro-5-(o-fluorophenyl)-2,3-dihydro-1-methyl-2-oxo-1H-1,4-benzodiazepin-7-yl]-1,1-dimethylurea), NC=1C(=CC2=C(C(=NCC(N2C)=O)C2=C(C=CC=C2)F)C1Cl)Cl (7-amino-6,8-dichloro-5-(o-fluorophenyl)-1,3-dihydro-1-methyl-2H-1,4-benzodiazepin-2-one), ClC1=C(C(=CC2=C1C(=NCC(N2C)=O)C2=C(C=CC=C2)F)Cl)N=C=O ([6,8-dichloro-5-(o-fluorophenyl)-2,3-dihydro-1-methyl-2-oxo-1H-1,4-benzodiazepin-7-yl]isocyanate). The solvent is NCCN1CCOCC1 (N-(2-aminoethyl)morpholine), ClC(C)Cl (dichloroethane), ClCCCl (1,2-dichloroethane). Run at time 114 hour. The product is ClC1=C(C(=CC2=C1C(=NCC(N2C)=O)C2=C(C=CC=C2)F)Cl)NC(=O)NCCN2CCOCC2 (1-[6,8-dichloro-5-(o-fluorophenyl)-2,3-dihydro-1-methyl-2-oxo-1H-1,4-benzodiazepin-7-yl]-3-(2-morpholinoethyl)urea). As a reaction SMILES: [Cl:1][C:2]1[C:7]2[C:8]([C:15]3[CH:20]=[CH:19][CH:18]=[CH:17][C:16]=3[F:21])=[N:9][CH2:10][C:11](=[O:14])[N:12]([CH3:13])[C:6]=2[CH:5]=[C:4]([Cl:22])[C:3]=1[N:23]=[C:24]=[O:25].ClC1[C:32]2C(C3C=CC=CC=3F)=[N:34][CH2:35][C:36](=O)[N:37]([CH3:38])[C:31]=2C=C(Cl)C=1NC(=O)N(C)C.NC1C(Cl)=CC2N(C)[C:63](=[O:66])CN=C(C3C=CC=CC=3F)C=2C=1Cl.C(=O)([O-])[O-].[Na+].[Na+]>NCCN1CCOCC1.ClC(Cl)C.ClCCCl>[Cl:1][C:2]1[C:7]2[C:8]([C:15]3[CH:20]=[CH:19][CH:18]=[CH:17][C:16]=3[F:21])=[N:9][CH2:10][C:11](=[O:14])[N:12]([CH3:13])[C:6]=2[CH:5]=[C:4]([Cl:22])[C:3]=1[NH:23][C:24]([NH:34][CH2:35][CH2:36][N:37]1[CH2:31][CH2:32][O:66][CH2:63][CH2:38]1)=[O:25] |f:3.4.5|. Procedure: A 1,2-dichloroethane solution of [6,8-dichloro-5-(o-fluorophenyl)-2,3-dihydro-1-methyl-2-oxo-1H-1,4-benzodiazepin-7-yl]isocyanate, prepared in analogy to the procedure described in paragraph (a) of Example 4 from 5.5 g (15.62 mmol) of 7-amino-6,8-dichloro-5-(o-fluorophenyl)-1,3-dihydro-1-methyl-2H-1,4-benzodiazepin-2-one, is treated at room temperature all at once with a suspension of 6.11 g of sodium carbonate in 6.1 ml of N-(2-aminoethyl)morpholine and 40 ml of dichloroethane and the mixture i... Reactants: CCOC(C)=O, CCO, CCCCN(CC)c1ccc(C(F)(F)F)cc1CN(Cc1cc(C(F)(F)F)cc(C(F)(F)F)c1)c1ncc(OCCCC(=O)OCC)cn1, [Na+], [OH-]. The product is CCCCN(CC)c1ccc(C(F)(F)F)cc1CN(Cc1cc(C(F)(F)F)cc(C(F)(F)F)c1)c1ncc(OCCCC(=O)O)cn1. Reaction SMILES: [CH3:52][CH2:53][O:54][C:55](=[O:56])[CH3:57].[CH3:58][CH2:59][OH:60].[F:1][C:2]([c:3]1[cH:4][c:5]([CH2:6][N:7]([c:8]2[n:9][cH:10][c:11]([O:14][CH2:15][CH2:16][CH2:17][C:18](=[O:19])[O:20][CH2:21][CH3:22])[cH:12][n:13]2)[CH2:23][c:24]2[c:25]([N:34]([CH2:35][CH3:36])[CH2:37][CH2:38][CH2:39][CH3:40])[cH:26][cH:27][c:28]([C:30]([F:31])([F:32])[F:33])[cH:29]2)[cH:41][c:42]([C:44]([F:45])([F:46])[F:47])[cH:43]1)([F:48])[F:49].[Na+:51].[OH-:50]>>[F:1][C:2]([c:3]1[cH:4][c:5]([CH2:6][N:7]([c:8]2[n:9][cH:10][c:11]([O:14][CH2:15][CH2:16][CH2:17][C:18](=[O:19])[OH:20])[cH:12][n:13]2)[CH2:23][c:24]2[c:25]([N:34]([CH2:35][CH3:36])[CH2:37][CH2:38][CH2:39][CH3:40])[cH:26][cH:27][c:28]([C:30]([F:31])([F:32])[F:33])[cH:29]2)[cH:41][c:42]([C:44]([F:45])([F:46])[F:47])[cH:43]1)([F:48])[F:49]. Reactants: S1N=NC(=C1)C(C(=O)NC1[C@@H]2N(C(=CCS2)C(=O)OCC2=CC=C(C=C2)[N+](=O)[O-])C1=O)=NOC (p-nitrobenzyl 7-{2-(1,2,3-thiadiazol-4-yl)-2-methoxyiminoacetamido}-3-cephem-4-carboxylate). Reagents/catalysts: [C].[Pd] (Palladium carbon). Solvent: CO (methanol), O1CCCC1 (tetrahydrofuran). Reaction conditions: time 3.5 hour. Product: S1N=NC(=C1)C(C(=O)NC1[C@@H]2N(C(=CCS2)C(=O)O)C1=O)=NOC (7-{2-(1,2,3-thiadiazol-4-yl)-2-methoxyiminoacetamido}-3-cephem- 4-carboxylic acid). Yield: 24.8%. RXN SMILES: [S:1]1[CH:5]=[C:4]([C:6](=[N:32][O:33][CH3:34])[C:7]([NH:9][CH:10]2[C:30](=[O:31])[N:12]3[C:13]([C:17]([O:19]CC4C=CC([N+]([O-])=O)=CC=4)=[O:18])=[CH:14][CH2:15][S:16][C@H:11]23)=[O:8])[N:3]=[N:2]1>CO.O1CCCC1.[C].[Pd]>[S:1]1[CH:5]=[C:4]([C:6](=[N:32][O:33][CH3:34])[C:7]([NH:9][CH:10]2[C:30](=[O:31])[N:12]3[C:13]([C:17]([OH:19])=[O:18])=[CH:14][CH2:15][S:16][C@H:11]23)=[O:8])[N:3]=[N:2]1 |f:3.4|. Procedure details: 10% Palladium carbon (0.85 g.) was added to a solution of p-nitrobenzyl 7-{2-(1,2,3-thiadiazol-4-yl)-2-methoxyiminoacetamido}-3-cephem-4-carboxylate (syn isomer, 1.65 g.) in methanol (70 ml.) and tetrahydrofuran (90 ml.), and the mixture was subjected to catalytic reduction at room temperature under atmospheric pressure for 3.5 hours. After removing the catalyst from the reaction mixture by filtration, the filtrate was concentrated under reduced pressure. Water was added to the residue, and the ... Solvent: CCCCCC (hexane), C1CCOC1 (THF). Yields the product COC(C1=C(C=CC(=C1)OCC1=CC=CC=C1)C(C1=CC=CC=C1)=O)OC (2-Benzoyl-5-benzyloxybenzaldehyde dimethylacetal). Conditions: time 15 minute. RXN SMILES: [CH3:1][O:2][CH:3]([O:19][CH3:20])[C:4]1[CH:9]=[C:8]([O:10][CH2:11][C:12]2[CH:17]=[CH:16][CH:15]=[CH:14][CH:13]=2)[CH:7]=[CH:6][C:5]=1Br.[Li]CCCC.[C:26](Cl)(=[O:33])[C:27]1[CH:32]=[CH:31][CH:30]=[CH:29][CH:28]=1>C1COCC1.CCCCCC>[CH3:1][O:2][CH:3]([O:19][CH3:20])[C:4]1[CH:9]=[C:8]([O:10][CH2:11][C:12]2[CH:17]=[CH:16][CH:15]=[CH:14][CH:13]=2)[CH:7]=[CH:6][C:5]=1[C:26](=[O:33])[C:27]1[CH:32]=[CH:31][CH:30]=[CH:29][CH:28]=1. Procedure details: To a solution of 2-bromo-5-benzyloxy benzaldehyde dimethyl acetal (Tet. Lett., 22, 5027 (1981)) (52.2 g) in THF (600 mL), cooled to -78° C., was added dropwise a solution of n-BuLi (78 ml, 2.1 M) in hexane. After 15 min. CuBr·SMe2 (32 g) was added in 3 portions. The reaction mixture was stirred at -78° C. until CuBr·SMe2 was dissolved (approx. 1 hr.), then benzoyl chloride (20 mL) was added dropwise. The cooling bath was removed and the reaction mixture was stirred at room temperature over night... Reactants: [Li]CCCC (n-BuLi), CuBr·SMe2, COC(C1=C(C=CC(=C1)OCC1=CC=CC=C1)Br)OC (2-bromo-5-benzyloxy benzaldehyde dimethyl acetal), C(C1=CC=CC=C1)(=O)Cl (benzoyl chloride), CuBr·SMe2. Starting materials: C(N)(OCC(C)O)=O (2-hydroxypropyl carbamate), C(C(=C)C)(=O)OC(C(=C)C)=O (methacrylic anhydride). Reagents/catalysts: COC1=C(O)C=CC(=C1)O (methoxyhydroquinone). Solvent: N1=CC=CC=C1 (pyridine). Conditions: temperature 65 celsius. The product is C(C(=C)C)(=O)O.C(N)(OCC(C)O)=O (2-hydroxypropyl carbamate methacrylate). Isolated yield 67.2%. Reaction SMILES: [C:1](=[O:8])([O:3][CH2:4][CH:5]([OH:7])[CH3:6])[NH2:2].[C:9]([O:14]C(=O)C(C)=C)(=[O:13])[C:10]([CH3:12])=[CH2:11]>COC1C=C(O)C=CC=1O.N1C=CC=CC=1>[C:9]([OH:14])(=[O:13])[C:10]([CH3:12])=[CH2:11].[C:1](=[O:8])([O:3][CH2:4][CH:5]([OH:7])[CH3:6])[NH2:2] |f:4.5|. Procedure details: A four-necked, five-liter round-bottomed reaction flask equipped with a thermometer, condenser, mechanical stirrer, and air sparger is charged with 1,920 g (16.1 moles) of 2-hydroxypropyl carbamate, 2,236 g (14.5 moles) of distilled methacrylic anhydride, 83 g of anhydrous pyridine, and 4.2 g (1,000 parts per million) methoxyhydroquinone. The reaction mass is stirred and slowly heated to 65° C. with a hot-water bath. During this heating period and during the course of the reaction, the reaction ...